Dataset: the Open Reaction Database (ORD), a public repository of structured organic reaction records. Task: describe an organic reaction: reactants, conditions, products, and yield Reactants: Cl.N[C@H]1C\C=C/[C@@H]2N(C1=O)CCCC2 ((7S,10aR,Z)-7-Amino-1,2,3,4,7,8-hexahydropyrido[1,2-a]azepin-6(10aH)-one hydrochloride), C(C)(C)(C)OC(=O)N[C@H](C(=O)O)CCC=C ((S)-2-(tert-butoxycarbonylamino)hex-5-enoic acid). Yields the product Cl.N[C@H]1CC\C=C/[C@@H]2N(C1=O)CCCC2 ((7S,11aR,Z)-7-Amino-3,4,7,8,9,11a-hexahydro-1H-pyrido[1,2-a]azocin-6(2H)-one hydrochloride). RXN SMILES: [ClH:1].[NH2:2][C@@H:3]1[C:9](=[O:10])[N:8]2[CH2:11][CH2:12][CH2:13][CH2:14][C@@H:7]2[CH:6]=[CH:5][CH2:4]1.[C:15](OC(N[C@@H](CCC=C)C(O)=O)=O)(C)(C)C>>[ClH:1].[NH2:2][C@@H:3]1[C:9](=[O:10])[N:8]2[CH2:11][CH2:12][CH2:13][CH2:14][C@@H:7]2[CH:6]=[CH:5][CH2:4][CH2:15]1 |f:0.1,3.4|. Procedure: (7S,11aR,Z)-7-Amino-3,4,7,8,9,11a-hexahydro-1H-pyrido[1,2-a]azocin-6(2H)-one hydrochloride (538 mg, 2.332 mmol) was synthesized as described for the preparation of Intermediate 53 using (S)-2-(tert-butoxycarbonylamino)hex-5-enoic acid in step E. Anal. Calcd. for C11H18N2O m/z 194.2. found: 195.0 (M+H)+.